This data is from the Open Reaction Database (ORD), a public repository of structured organic reaction records. The task is: describe an organic reaction: reactants, conditions, products, and yield Starting materials: chromic anhydride, C(C)(=O)O (acetic acid), C1(=CC=CC=C1)C1=NC2=CC=CC=C2C(=C1)OCCCCO (4-[(2-phenyl-4-quinolyl)oxy]butanol). Solvent: C(C)O (Ethanol), aceic acid. Run at time 1 hour. Yields the product C1(=CC=CC=C1)C1=NC2=CC=CC=C2C(=C1)OCCCC(=O)O (4-[(2-Phenyl-4-quinolyl)oxy]butanoic acid). RXN SMILES: [C:1]1([C:7]2[CH:16]=[C:15]([O:17][CH2:18][CH2:19][CH2:20][CH2:21][OH:22])[C:14]3[C:9](=[CH:10][CH:11]=[CH:12][CH:13]=3)[N:8]=2)[CH:6]=[CH:5][CH:4]=[CH:3][CH:2]=1.C(O)(=[O:25])C>C(O)C>[C:1]1([C:7]2[CH:16]=[C:15]([O:17][CH2:18][CH2:19][CH2:20][C:21]([OH:25])=[O:22])[C:14]3[C:9](=[CH:10][CH:11]=[CH:12][CH:13]=3)[N:8]=2)[CH:2]=[CH:3][CH:4]=[CH:5][CH:6]=1. Procedure details: A solution of 4-[(2-phenyl-4-quinolyl)oxy]butanol (2.20 g) in glacial aceic acid (10 cc) is added slowly to a solution, cooled to 5° C., of chromic anhydride (2.25 g) in 90% strength acetic acid (5 cc). The temperature is allowed to rise to approximately 20° C., and the mixture is then stirred for one hour at this temperature. Ethanol (50 cc) is then added, the solvents are evaporated off under reduced pressure, the residue is taken up with water (100 cc) and the insoluble material is drained an...